From a dataset of the Open Reaction Database (ORD), a public repository of structured organic reaction records. describe an organic reaction: reactants, conditions, products, and yield Reactants: C(C1=CC=CC=C1)N1CCNCC1 (1-benzylpiperazine), S(=O)(=O)(N)N (sulphamide), O (water). Run in O1CCOCC1 (1,4-dioxane). Product: NS(=O)(=O)N1CCN(CC1)CC1=CC=CC=C1 (1-Aminosulphonyl-4-benzylpiperazine). Yield: 65.5%. Reaction SMILES: [CH2:1]([N:8]1[CH2:13][CH2:12][NH:11][CH2:10][CH2:9]1)[C:2]1[CH:7]=[CH:6][CH:5]=[CH:4][CH:3]=1.[S:14](N)([NH2:17])(=[O:16])=[O:15].O>O1CCOCC1>[NH2:17][S:14]([N:11]1[CH2:12][CH2:13][N:8]([CH2:1][C:2]2[CH:3]=[CH:4][CH:5]=[CH:6][CH:7]=2)[CH2:9][CH2:10]1)(=[O:16])=[O:15]. Procedure: A solution of 1-benzylpiperazine (5 g, 28.4 mmol) and sulphamide (2.77 g) in 1,4-dioxane (25 ml) was heated under reflux for 24 hours. The solution was cooled and poured into water (100 ml). The solid was filtered off, washed with toluene (100 ml) and dried under reduced pressure to give the title compound (4.75 g). Starting materials: COc1ccc(N2CCCCC2)cc1C1(Cl)C(=O)Nc2ccc(Cl)cc21, O=C([O-])C(F)(F)F, CN(C)C(=O)C1CC(O)CN1. The product is COc1ccc(N2CCCCC2)cc1C1(N2CC(O)CC2C(=O)N(C)C)C(=O)Nc2ccc(Cl)cc21. As a reaction SMILES: [Cl:1][C:2]1([c:13]2[c:14]([O:25][CH3:26])[cH:15][cH:16][c:17]([N:19]3[CH2:20][CH2:21][CH2:22][CH2:23][CH2:24]3)[cH:18]2)[C:3](=[O:12])[NH:4][c:5]2[cH:6][cH:7][c:8]([Cl:11])[cH:9][c:10]21.[O-:38][C:39]([C:40]([F:41])([F:42])[F:43])=[O:44].[OH:27][CH:28]1[CH2:29][CH:30]([C:33](=[O:34])[N:35]([CH3:36])[CH3:37])[NH:31][CH2:32]1>>[C:2]1([c:13]2[c:14]([O:25][CH3:26])[cH:15][cH:16][c:17]([N:19]3[CH2:20][CH2:21][CH2:22][CH2:23][CH2:24]3)[cH:18]2)([N:31]2[CH:30]([C:33](=[O:34])[N:35]([CH3:36])[CH3:37])[CH2:29][CH:28]([OH:27])[CH2:32]2)[C:3](=[O:12])[NH:4][c:5]2[cH:6][cH:7][c:8]([Cl:11])[cH:9][c:10]21. Reactants: FC=1C=CC(=C(C1)C(CC1=CC(=CC=C1)F)=O)O (1-(5-Fluoro-2-hydroxyphenyl)-2-(3-fluorophenyl)ethanone), C(CC)(=O)OC(CC)=O (propionic anhydride), Cl (HCl). Solvent: C(C)N(CC)CC (triethylamine), petroleum ether. Product: C(C)C=1OC2=CC=C(C=C2C(C1C1=CC(=CC=C1)F)=O)F (2-Ethyl-6-fluoro-3-(3-fluorophenyl)-4H-chromen-4-one). Isolated yield 52.1%. As a reaction SMILES: [F:1][C:2]1[CH:3]=[CH:4][C:5]([OH:18])=[C:6]([C:8](=[O:17])[CH2:9][C:10]2[CH:15]=[CH:14][CH:13]=[C:12]([F:16])[CH:11]=2)[CH:7]=1.[C:19](OC(=O)CC)(=O)[CH2:20][CH3:21].Cl>C(N(CC)CC)C>[CH2:20]([C:21]1[O:18][C:5]2[C:6]([C:8](=[O:17])[C:9]=1[C:10]1[CH:15]=[CH:14][CH:13]=[C:12]([F:16])[CH:11]=1)=[CH:7][C:2]([F:1])=[CH:3][CH:4]=2)[CH3:19]. Reported procedure: Intermediate 73 (3.00 g, 12.08 mmoles) was taken in a RB flask and to this triethylamine (25 ml) and propionic anhydride (4.92 g, 37.82 mmoles) were added and the mixture was refluxed for 24 h. After cooling to RT, the reaction mixture was acidified by the addition of 1N HCl solution, extracted with ethyl acetate, washed with sodium bicarbonate solution, dried with sodium sulphate and concentrated. The crude product was purified by column chromatography with ethyl acetate: petroleum ether to aff... Starting materials: N=1ON=C2C1C=CC(=C2)CN2C=CC1=C2C(N(C(=C1C1=CC=C(C=C1)C)C(C(=O)OC)OC(C)(C)C)C)=O (methyl 2-(1-(benzo[c][1,2,5]oxadiazol-5-ylmethyl)-6-methyl-7-oxo-4-(p-tolyl)-6,7-dihydro-1H-pyrrolo[2,3-c]pyridin-5-yl)-2-(tert-butoxy)acetate), Cl (HCl), [Li+].[OH-] (LiOH). The solvent is O1CCCC1 (Tetrahydrofuran), CO (Methanol). Run at temperature 70 celsius. The product is N=1ON=C2C1C=CC(=C2)CN2C=CC1=C2C(N(C(=C1C1=CC=C(C=C1)C)C(C(=O)O)OC(C)(C)C)C)=O (2-(1-(benzo[c][1,2,5]oxadiazol-5-ylmethyl)-6-methyl-7-oxo-4-(p-tolyl)-6,7-dihydro-1H-pyrrolo[2,3-c]pyridin-5-yl)-2-(tert-butoxy)acetic acid). Reaction SMILES: [N:1]1[O:2][N:3]=[C:4]2[CH:9]=[C:8]([CH2:10][N:11]3[C:15]4[C:16](=[O:38])[N:17]([CH3:37])[C:18]([CH:27]([O:32][C:33]([CH3:36])([CH3:35])[CH3:34])[C:28]([O:30]C)=[O:29])=[C:19]([C:20]5[CH:25]=[CH:24][C:23]([CH3:26])=[CH:22][CH:21]=5)[C:14]=4[CH:13]=[CH:12]3)[CH:7]=[CH:6][C:5]=12.[Li+].[OH-].Cl>O1CCCC1.CO>[N:1]1[O:2][N:3]=[C:4]2[CH:9]=[C:8]([CH2:10][N:11]3[C:15]4[C:16](=[O:38])[N:17]([CH3:37])[C:18]([CH:27]([O:32][C:33]([CH3:34])([CH3:36])[CH3:35])[C:28]([OH:30])=[O:29])=[C:19]([C:20]5[CH:21]=[CH:22][C:23]([CH3:26])=[CH:24][CH:25]=5)[C:14]=4[CH:13]=[CH:12]3)[CH:7]=[CH:6][C:5]=12 |f:1.2|. Procedure details: A mixture of the crude methyl 2-(1-(benzo[c][1,2,5]oxadiazol-5-ylmethyl)-6-methyl-7-oxo-4-(p-tolyl)-6,7-dihydro-1H-pyrrolo[2,3-c]pyridin-5-yl)-2-(tert-butoxy)acetate in Tetrahydrofuran (THF) (1 mL) and Methanol (1 mL) was treated with 2M LiOH (1 mL, 2.000 mmol) and then heated to 70° C. for one hour. The mixture was cooled to 0° C., adjusted to pH <2 with 1N HCl and then extracted with ethyl acetate. The combined extracts were washed with brine, dried over sodium sulfate, filtered and concentrat... Starting materials: ClC1=C(C(=O)O)C=C(C=N1)F (2-chloro-5-fluoronicotinic acid), ClC1=C(C(=O)O)C=C(C=N1)F (2-chloro-5-fluoronicotinic acid), C([O-])([O-])=O.[Na+].[Na+] (sodium carbonate), C1(=CC=CC=C1)C (toluene), S(=O)(Cl)Cl (thionyl chloride). Reagents/catalysts: CN(C=O)C (N,N-dimethylformamide). The solvent is C(C)O (ethanol). Reaction conditions: temperature 95 celsius, time 14 hour. Yields the product ClC1=C(C(=O)OCC)C=C(C=N1)F (ethyl 2-chloro-5-fluoronicotinate). As a reaction SMILES: [Cl:1][C:2]1[N:10]=[CH:9][C:8]([F:11])=[CH:7][C:3]=1[C:4]([OH:6])=[O:5].[C:12]1(C)C=CC=C[CH:13]=1.S(Cl)(Cl)=O.C(=O)([O-])[O-].[Na+].[Na+]>CN(C)C=O.C(O)C>[Cl:1][C:2]1[N:10]=[CH:9][C:8]([F:11])=[CH:7][C:3]=1[C:4]([O:6][CH2:12][CH3:13])=[O:5] |f:3.4.5|. Procedure details: Into a 5 L four-necked flask, the salt (1,000 g) of 2-chloro-5-fluoronicotinic acid obtained in Example 5-1 was put and dissolved by adding toluene (3,000 mL), thionyl chloride (617 g) and N,N-dimethylformamide (0.95 g). The flask was heated by dipping it in an oil bath set at 80° C. Six hours later, after confirming by the HPLC analysis that 2-chloro-5-fluoronicotinic acid became at most 5%, ethanol (2,173 g) was added. The temperature of the oil bath was raised to 95° C., and the reaction was ... Product: [N+](=O)([O-])C1=CC=C2CCC(C2=C1)C(=O)O (6-Nitro-1-indancarboxylic acid). Reported procedure: A solution of 1-indancarboxylic acid (30 g), prepared according to the method of Hansen et al. Helv. Chim. Acta 1982, 33, 325-343, in dichloromethane (50 ml) was mixed with concentrated sulphuric acid (300 ml) at −10° C. A mixture of 100% HNO3 (11.4 g) in concentrated H2SO4 (96 ml) was added dropwise under vigorous stirring below −10° C. After stirring for one hour at 10° C., the mixture was poured onto ice. Extraction with ethyl acetate (2×300 ml), drying (anh. MgSO4) and finally evaporation of... The yield is 112.1%. RXN SMILES: [CH:1]1([C:10]([OH:12])=[O:11])[C:9]2[C:4](=[CH:5][CH:6]=[CH:7][CH:8]=2)[CH2:3][CH2:2]1.[N+:13]([O-])([OH:15])=[O:14]>ClCCl.OS(O)(=O)=O>[N+:13]([C:7]1[CH:8]=[C:9]2[C:4]([CH2:3][CH2:2][CH:1]2[C:10]([OH:12])=[O:11])=[CH:5][CH:6]=1)([O-:15])=[O:14]. Solvent: ClCCl (dichloromethane), S(O)(O)(=O)=O (sulphuric acid), OS(=O)(=O)O (H2SO4). Reactants: C1(CCC2=CC=CC=C12)C(=O)O (1-indancarboxylic acid), [N+](=O)(O)[O-] (HNO3). The reactants are ClC1=CC=C(C=N1)CNC(=N[N+](=O)[O-])N(C)C (1-(6-chloro-3-pyridylmethyl)-3,3-dimethyl-2-nitroguanidine), O1CCCC1 (tetrahydrofuran), [H-].[Na+] (sodium hydride), IC (iodomethane), O1CCCC1 (THF). Run in C(C)(=O)O (acetic acid). Run at time 30 minute. Product: ClC1=CC=C(C=N1)CN(C(=N[N+](=O)[O-])N(C)C)C (1-(6-chloro-3-pyridylmethyl)-1,3,3-trimethyl-2-nitroguanidine). As a reaction SMILES: [Cl:1][C:2]1[N:7]=[CH:6][C:5]([CH2:8][NH:9][C:10]([N:15]([CH3:17])[CH3:16])=[N:11][N+:12]([O-:14])=[O:13])=[CH:4][CH:3]=1.O1CCC[CH2:19]1.[H-].[Na+].IC>C(O)(=O)C>[Cl:1][C:2]1[N:7]=[CH:6][C:5]([CH2:8][N:9]([CH3:19])[C:10]([N:15]([CH3:17])[CH3:16])=[N:11][N+:12]([O-:14])=[O:13])=[CH:4][CH:3]=1 |f:2.3|. Procedure: To a mixture of 0.24g of 1-(6-chloro-3-pyridylmethyl)-3,3-dimethyl-2-nitroguanidine (Compound No. 6) and 6ml of dry tetrahydrofuran (THF) was added 0.045g of 60% sodium hydride (in mineral oil) at room temperature, followed by stirring for 30 minutes. A solution of 0.16g of iodomethane in lml of THF was added to the reaction mixture and allowed to react for 3 days. After adding 0.lml of acetic acid, the mixture was filtered to remove insoluble materials and the filtrate was concentrated. The res... The reactants are CO, Cc1ccccc1, CCCCCC, CS(C)=O, Clc1ccc(Cl)nn1, [Na], CN(C)C(=O)Nc1ccc(O)cc1. Product: CN(C)C(=O)Nc1ccc(Oc2ccc(Cl)nn2)cc1. RXN SMILES: [CH3:14][OH:15].[CH3:25][c:26]1[cH:27][cH:28][cH:29][cH:30][cH:31]1.[CH3:32][CH2:33][CH2:34][CH2:35][CH2:36][CH3:37].[CH3:38][S:39]([CH3:40])=[O:41].[Cl:17][c:18]1[n:19][n:20][c:21]([Cl:24])[cH:22][cH:23]1.[Na:16].[OH:1][c:2]1[cH:3][cH:4][c:5]([NH:8][C:9]([N:10]([CH3:11])[CH3:12])=[O:13])[cH:6][cH:7]1>>[O:1]([c:2]1[cH:3][cH:4][c:5]([NH:8][C:9]([N:10]([CH3:11])[CH3:12])=[O:13])[cH:6][cH:7]1)[c:21]1[n:20][n:19][c:18]([Cl:17])[cH:23][cH:22]1. Starting materials: COC1=C(CNCC(C2=CC(=C(C=C2)OC)OC)O)C=CC=C1OC (α-[[(2,3-Dimethoxybenzyl)amino]methyl]-3,4-dimethoxybenzyl alcohol), S(O)(O)(=O)=O (sulfuric acid). Solvent: FC(C(=O)O)(F)F (trifluoroacetic acid). Conditions: time 40 minute. Yields the product COC1=CC=C2C(CNCC2=C1OC)C1=CC(=C(C=C1)OC)OC (7,8-dimethoxy-4-(3,4-dimethoxyphenyl)-1,2,3,4-tetrahydroisoquinoline). Yield: 84.0%. As a reaction SMILES: [CH3:1][O:2][C:3]1[C:23]([O:24][CH3:25])=[CH:22][CH:21]=[CH:20][C:4]=1[CH2:5][NH:6][CH2:7][CH:8](O)[C:9]1[CH:14]=[CH:13][C:12]([O:15][CH3:16])=[C:11]([O:17][CH3:18])[CH:10]=1.S(=O)(=O)(O)O>FC(F)(F)C(O)=O>[CH3:25][O:24][C:23]1[C:3]([O:2][CH3:1])=[C:4]2[C:20]([CH:8]([C:9]3[CH:14]=[CH:13][C:12]([O:15][CH3:16])=[C:11]([O:17][CH3:18])[CH:10]=3)[CH2:7][NH:6][CH2:5]2)=[CH:21][CH:22]=1. Reported procedure: α-[[(2,3-Dimethoxybenzyl)amino]methyl]-3,4-dimethoxybenzyl alcohol 6.56 g, 18.9 mmol) was dissolved in trifluoroacetic acid (50 ml). Concentrated sulfuric acid was added to the solution under stirring and under cooling with ice and the reaction was conducted under these conditions for 40 minutes. The reaction solution was concentrated. Water was added to the residue and then it was made basic with aqueous ammonia under stirring and under cooling with ice. After extraction with dichloromethane, t...